From a dataset of the Open Reaction Database (ORD), a public repository of structured organic reaction records. describe an organic reaction: reactants, conditions, products, and yield Starting materials: Grignard reagent, C[C@H](C=O)CCCC(C)C ((S)-2,6-dimethylheptanal), C([O-])(O)=O.[Na+] (sodium bicarbonate), [Mg] (magnesium), Cl (hydrochloric acid), C(C1=CC=CC=C1)OC1=CC=C(C=C1)Br (4-bromophenyl benzyl ether), 1, [Mg] (magnesium), II (iodine), Grignard reagent. Run in O1CCCC1 (THF), O1CCCC1 (THF), O1CCCC1 (tetrahydrofuran), O1CCCC1 (THF). The product is C(C1=CC=CC=C1)OC1=CC=CC=C1 (phenyl Benzyl Ether). Yield: 47.0%. Reaction SMILES: [Mg].II.[CH2:4]([O:11][C:12]1[CH:17]=[CH:16][C:15](Br)=[CH:14][CH:13]=1)[C:5]1[CH:10]=[CH:9][CH:8]=[CH:7][CH:6]=1.C[C@@H](CCCC(C)C)C=O.Cl.C(=O)(O)[O-].[Na+]>O1CCCC1>[CH2:4]([O:11][C:12]1[CH:17]=[CH:16][CH:15]=[CH:14][CH:13]=1)[C:5]1[CH:10]=[CH:9][CH:8]=[CH:7][CH:6]=1 |f:5.6|. Reported procedure: In a 200 ml-volume flask was charged 1 704 g of metallic magnesium. After displacing the atmosphere with nitrogen, a small amount of iodine was added thereto, followed by heating to activate the magnesium. Ten milliliters of tetrahydrofuran (THF) were added thereto, and a mixture comprising 18.5 g of 4-bromophenyl benzyl ether as prepared in Example 1 and 40 ml of THF was added dropwise to the system from a dropping funnel at room temperature over a period of 30 minutes. The reaction was continu...